Dataset: the Open Reaction Database (ORD), a public repository of structured organic reaction records. Task: describe an organic reaction: reactants, conditions, products, and yield Starting materials: Clc1cc(I)c(Br)cn1, COCCOC, OB(O)c1ccc(Cl)cc1, [K+], [K+], O=C([O-])[O-], O, c1ccc(P(c2ccccc2)(c2ccccc2)[Pd](P(c2ccccc2)(c2ccccc2)c2ccccc2)(P(c2ccccc2)(c2ccccc2)c2ccccc2)P(c2ccccc2)(c2ccccc2)c2ccccc2)cc1. Product: Clc1ccc(-c2cc(Cl)ncc2Br)cc1. As a reaction SMILES: [Br:1][c:2]1[c:3]([I:9])[cH:4][c:5]([Cl:8])[n:6][cH:7]1.[CH3:26][O:27][CH2:28][CH2:29][O:30][CH3:31].[Cl:10][c:11]1[cH:12][cH:13][c:14]([B:17]([OH:18])[OH:19])[cH:15][cH:16]1.[K+:20].[K+:21].[O-:22][C:23]([O-:24])=[O:25].[OH2:32].[cH:33]1[cH:34][cH:35][c:36]([P:37]([Pd:38]([P:39]([c:40]2[cH:41][cH:42][cH:43][cH:44][cH:45]2)([c:46]2[cH:47][cH:48][cH:49][cH:50][cH:51]2)[c:52]2[cH:53][cH:54][cH:55][cH:56][cH:57]2)([P:58]([c:59]2[cH:60][cH:61][cH:62][cH:63][cH:64]2)([c:65]2[cH:66][cH:67][cH:68][cH:69][cH:70]2)[c:71]2[cH:72][cH:73][cH:74][cH:75][cH:76]2)[P:77]([c:78]2[cH:79][cH:80][cH:81][cH:82][cH:83]2)([c:84]2[cH:85][cH:86][cH:87][cH:88][cH:89]2)[c:90]2[cH:91][cH:92][cH:93][cH:94][cH:95]2)([c:96]2[cH:97][cH:98][cH:99][cH:100][cH:101]2)[c:102]2[cH:103][cH:104][cH:105][cH:106][cH:107]2)[cH:108][cH:109]1>>[Br:1][c:2]1[c:3](-[c:14]2[cH:13][cH:12][c:11]([Cl:10])[cH:16][cH:15]2)[cH:4][c:5]([Cl:8])[n:6][cH:7]1.